Dataset: the Open Reaction Database (ORD), a public repository of structured organic reaction records. Task: describe an organic reaction: reactants, conditions, products, and yield Reactants: resultant mixture, O([Si](C)(C)C(C)(C)C)C(CCC[C@@H]1[C@H]([C@H](C[C@H]1OC1OCCCC1)O)C\C=C/CCCC(=O)OC)C(CCC)(F)F (methyl (Z)-7-[(lR)-(2 R,3 R,5 S)-2-{4(RS)-t-butyldimethylsiloxy-5,5-difluorooctyl}-5-hydroxy-3-tetrahydropyranyloxycyclopentyl]hept-5-enoate), [F-].C(CCC)[N+](CCCC)(CCCC)CCCC (tetrabutylammonium fluoride). Solvent: O1CCCC1 (tetrahydrofuran), O1CCCC1 (tetrahydrofuran). The product is FC(C(CCC[C@@H]1[C@H]([C@H](C[C@H]1OC1OCCCC1)O)C\C=C/CCCC(=O)OC)O)(CCC)F (methyl (Z)-7-[(lR)-(2 R,3 R,5 S)-2-{5,5-difluoro-4(R,S)-hydroxyoctyl}-5-hydroxy-3-tetrahydro-pyranyloxycyclopentyl]hept-5-enoate). RXN SMILES: [O:1]([CH:9]([C:36]([F:41])([F:40])[CH2:37][CH2:38][CH3:39])[CH2:10][CH2:11][CH2:12][C@H:13]1[C@H:17]([O:18][CH:19]2[CH2:24][CH2:23][CH2:22][CH2:21][O:20]2)[CH2:16][C@H:15]([OH:25])[C@@H:14]1[CH2:26]/[CH:27]=[CH:28]\[CH2:29][CH2:30][CH2:31][C:32]([O:34][CH3:35])=[O:33])[Si](C(C)(C)C)(C)C.[F-].C([N+](CCCC)(CCCC)CCCC)CCC>O1CCCC1>[F:41][C:36]([F:40])([CH2:37][CH2:38][CH3:39])[CH:9]([OH:1])[CH2:10][CH2:11][CH2:12][C@H:13]1[C@H:17]([O:18][CH:19]2[CH2:24][CH2:23][CH2:22][CH2:21][O:20]2)[CH2:16][C@H:15]([OH:25])[C@@H:14]1[CH2:26]/[CH:27]=[CH:28]\[CH2:29][CH2:30][CH2:31][C:32]([O:34][CH3:35])=[O:33] |f:1.2|. Reported procedure: To a solution of methyl (Z)-7-[(1 R)-(2 R,3 R,5 S)-2-{4 (RS)-t-butyldimethylsiloxy-5,5-difluorooctyl}-5-hydroxy-3-tetrahydropyranyloxycyclopentyl]hept-5-enoate (17) (1.90 g) in tetrahydrofuran was added tetrabutylammonium fluoride in tetrahydrofuran (1.0M, 15.7 ml). The resultant mixture was stirred at room temperature for 3 days. The reaction mixture was concentrated under reduced pressure and the obtained residue was subjected to silicagel column chromatography to give the titled compound (18)... Reactants: C(#N)C1=C(N)C=C(C(=C1OC1CCC1)OC)OC (2-Cyano-3-cyclobutyloxy-4,5-dimethoxyaniline), [OH-].[Na+] (sodium hydroxide), P(=O)(Cl)(Cl)Cl (Phosphorous oxychloride), C(C)(=O)N1CCN(CCC1)C(=O)N1CCOCC1 (1-acetyl-4-(4-morpholinecarbonyl)-1,4-diazepane). Solvent: O (water), ClCCl (dichloromethane). Run at time 1 hour. Product: N (ammonia), C1(CCC1)OC1=C(C#N)C(=CC(=C1OC)OC)N=C(C)N1CCN(CCC1)C(=O)N1CCOCC1 (2-Cyclobutyloxy-3,4-dimethoxy-6- {1-[4-(morpholinecarbonyl)-1,4-diazepan-1-yl]ethylideneamino}benzonitrile). Yield: 97.8%. As a reaction SMILES: P(Cl)(Cl)(Cl)=O.[C:6]([N:9]1[CH2:15][CH2:14][CH2:13][N:12]([C:16]([N:18]2[CH2:23][CH2:22][O:21][CH2:20][CH2:19]2)=[O:17])[CH2:11][CH2:10]1)(=O)[CH3:7].[C:24]([C:26]1[C:32]([O:33][CH:34]2[CH2:37][CH2:36][CH2:35]2)=[C:31]([O:38][CH3:39])[C:30]([O:40][CH3:41])=[CH:29][C:27]=1[NH2:28])#[N:25].[OH-].[Na+]>ClCCl.O>[NH3:9].[CH:34]1([O:33][C:32]2[C:31]([O:38][CH3:39])=[C:30]([O:40][CH3:41])[CH:29]=[C:27]([N:28]=[C:6]([N:9]3[CH2:15][CH2:14][CH2:13][N:12]([C:16]([N:18]4[CH2:23][CH2:22][O:21][CH2:20][CH2:19]4)=[O:17])[CH2:11][CH2:10]3)[CH3:7])[C:26]=2[C:24]#[N:25])[CH2:35][CH2:36][CH2:37]1 |f:3.4|. Procedure details: Phosphorous oxychloride (210 μl, 0.0022 mol) was added to a solution of 1-acetyl-4-(4-morpholinecarbonyl)-1,4-diazepane (1.02 g, 0.0040 mol) in dichloromethane (10 ml) and the solution stirred at room temperature for 1 hour. 2-Cyano-3-cyclobutyloxy-4,5-dimethoxyaniline (500 mg, 0.002 mol) was then added and the reaction stirred at reflux under a nitrogen atmosphere for 18 hours. On cooling, water (30 ml) and aqueous sodium hydroxide solution were added and the mixture extracted with dichlorometh... Starting materials: C(\C=C(/C)\CCC=C(C)C)OC1=C(C(=O)OC)C=CC=C1 (methyl geranyloxybenzoate), [OH-].[K+] (potassium hydroxide), CO (methanol), Cl (hydrochloric acid). Product: C(\C=C(/C)\CCC=C(C)C)OC1=CC=C(C(=O)O)C=C1 (4-geranyloxybenzoic acid). The yield is 71.0%. As a reaction SMILES: [CH2:1]([O:11][C:12]1[CH:21]=[CH:20][CH:19]=[CH:18][C:13]=1C(OC)=O)/[CH:2]=[C:3](/[CH2:5][CH2:6][CH:7]=[C:8]([CH3:10])[CH3:9])\[CH3:4].[OH-:22].[K+].Cl.[CH3:25][OH:26]>>[CH2:1]([O:11][C:12]1[CH:13]=[CH:18][C:19]([C:25]([OH:26])=[O:22])=[CH:20][CH:21]=1)/[CH:2]=[C:3](/[CH2:5][CH2:6][CH:7]=[C:8]([CH3:9])[CH3:10])\[CH3:4] |f:1.2|. Procedure details: To a solution of methyl geranyloxybenzoate (13.00 g) in methanol (50 ml) was added an aqueous solution (10 ml) of potassium hydroxide (3.90 g), After being stirred at room temperature for one night, the mixture was refluxed with heating for 1 hour. Concentrated hydrochloric acid was added to the reaction solution so as to acidified. Then, the resulting solution was extracted with chloroform. The extract was dried over sodium sulfate anhydride and then the solvent was evaporated under a vacuum. T...